This data is from the Open Reaction Database (ORD), a public repository of structured organic reaction records. The task is: describe an organic reaction: reactants, conditions, products, and yield The reactants are CC1(OC(CC1=O)(CC)COCC1=CC=CC=C1)C (2,2-Dimethyl-5-benzyloxymethyl-5-ethyloxolane-3-one), C(C)O (ethanol), C([O-])([O-])=O.[K+].[K+] (potassium carbonate), Cl.NO (hydroxylamine hydrochloride), C([O-])([O-])=O.[K+].[K+] (potassium carbonate). Solvent: CC(=O)C (acetone), O (Water), petrol. Yields the product CC1(OC(CC1=NO)(CC)COCC1=CC=CC=C1)C (2,2-Dimethyl-3-hydroxyimino-5-benzyloxymethyl-5-ethyloxolane). The yield is 94.6%. RXN SMILES: [CH3:1][C:2]1([CH3:19])[C:6](=O)[CH2:5][C:4]([CH2:10][O:11][CH2:12][C:13]2[CH:18]=[CH:17][CH:16]=[CH:15][CH:14]=2)([CH2:8][CH3:9])[O:3]1.C(O)C.C(=O)([O-])[O-].[K+].[K+].Cl.[NH2:30][OH:31]>O.CC(C)=O>[CH3:1][C:2]1([CH3:19])[C:6](=[N:30][OH:31])[CH2:5][C:4]([CH2:10][O:11][CH2:12][C:13]2[CH:18]=[CH:17][CH:16]=[CH:15][CH:14]=2)([CH2:8][CH3:9])[O:3]1 |f:2.3.4,5.6|. Procedure: The ketone of Example 6 (1 g), ethanol (20 ml) hydroxylamine hydrochloride (280 mg) and potassium carbonate (330 mg) were refluxed together for 2 hours. Thin layer chromatography, using 15% acetone in petrol as eluant, showed partial conversion. Additional quantities of hydroxylamine hydrochloride (280 mg) and potassium carbonate (330 mg) were added three times, with refluxing for 2 hours after each addition. Water was then added, and the mixture was extracted with diethyl ether. The ether extra...